From a dataset of the Open Reaction Database (ORD), a public repository of structured organic reaction records. describe an organic reaction: reactants, conditions, products, and yield The product is NC1=C(OC2=C1C=C1CCCOC1=C2)C(=O)C2=CC(=CC=C2)OC ((3-Amino-6,7-dihydro-5H-furo[3,2-g]chromen-2-yl)-(3-methoxyl-phenyl)-methanone). Reaction SMILES: [OH:1][C:2]1[CH:11]=[C:10]2[C:5]([CH2:6][CH2:7][CH2:8][O:9]2)=[CH:4][C:3]=1[C:12]#[N:13].[CH3:14][O:15][C:16]1[CH:17]=[C:18]([CH:23]=[CH:24][CH:25]=1)[C:19](=[O:22])[CH2:20]Br.C(=O)([O-])[O-].[K+].[K+].C(OCC)(=O)C>CN(C)C=O.O>[NH2:13][C:12]1[C:3]2[CH:4]=[C:5]3[C:10](=[CH:11][C:2]=2[O:1][C:20]=1[C:19]([C:18]1[CH:23]=[CH:24][CH:25]=[C:16]([O:15][CH3:14])[CH:17]=1)=[O:22])[O:9][CH2:8][CH2:7][CH2:6]3 |f:2.3.4|. The reactants are C(C)(=O)OCC (ethyl acetate), OC1=C(C=C2CCCOC2=C1)C#N (7-Hydroxy-chroman-6-carbonitrile), COC=1C=C(C(CBr)=O)C=CC1 (3-methoxyphenacyl bromide), C([O-])([O-])=O.[K+].[K+] (potassium carbonate). Run at temperature 100 celsius, time 17 hour. The yield is 54.9%. Procedure: To a stirred solution of 7-Hydroxy-chroman-6-carbonitrile from method II-3 (30 mg, 0.17 mmol) and 3-methoxyphenacyl bromide (78.5 mg, 0.34 mmol, 2.0 eq) in anhydrous N,N-dimethylformamide (1.0 mL) was added potassium carbonate (47.3 mg, 0.34 mmol, 2.0 eq), and the orange reaction mixture was stirred at 100° C. for 17 h. The resulting dark wine colored reaction was poured into ethyl acetate (10 mL) and water (10 mL). This mixture was then extracted with EtOAc (2×10 mL). The combined organic layer... Solvent: O (water), CN(C=O)C (N,N-dimethylformamide). The reactants are [C-]#N, O=c1cc(I)nc2sc(SCc3ccccc3)nn12, CN(C)C=O, N#C[Na], O. The product is N#Cc1cc(=O)n2nc(SCc3ccccc3)sc2n1. As a reaction SMILES: [C-:20]#[N:21].[CH2:1]([c:2]1[cH:3][cH:4][cH:5][cH:6][cH:7]1)[S:8][c:9]1[n:10][n:11]2[c:12]([n:13][c:14]([I:18])[cH:15][c:16]2=[O:17])[s:19]1.[CH3:25][N:26]([CH3:27])[CH:28]=[O:29].[Na:22][C:23]#[N:24].[OH2:30]>>[CH2:1]([c:2]1[cH:3][cH:4][cH:5][cH:6][cH:7]1)[S:8][c:9]1[n:10][n:11]2[c:12]([n:13][c:14]([C:23]#[N:24])[cH:15][c:16]2=[O:17])[s:19]1. The reactants are C1CCOC1, Cc1c(Cl)cccc1OCc1ccccc1, [Mg]. The product is Cc1c([Mg+])cccc1OCc1ccccc1, [Cl-]. RXN SMILES: [CH2:18]1[O:19][CH2:20][CH2:21][CH2:22]1.[CH2:1]([c:2]1[cH:3][cH:4][cH:5][cH:6][cH:7]1)[O:8][c:9]1[c:10]([CH3:16])[c:11]([Cl:15])[cH:12][cH:13][cH:14]1.[Mg:17]>>[CH2:1]([c:2]1[cH:3][cH:4][cH:5][cH:6][cH:7]1)[O:8][c:9]1[c:10]([CH3:16])[c:11]([Mg+:17])[cH:12][cH:13][cH:14]1.[Cl-:15].